From a dataset of the Open Reaction Database (ORD), a public repository of structured organic reaction records. describe an organic reaction: reactants, conditions, products, and yield Starting materials: C(C)OC(C1=C(C=C(C=C1)C1=NOC(C1Br)(C(F)(F)F)C1=CC(=CC(=C1)Cl)Cl)C)=O (4-[4-bromo-5-(3,5-dichloro-phenyl)-5-trifluoromethyl-4,5-dihydro-isoxazol-3-yl]-2-methyl-benzoic acid ethyl ester), O.[OH-].[Li+] (lithium hydroxide monohydrate), CO (methanol). The solvent is O (water). Conditions: time 60 hour. Yields the product BrC1C(=NOC1(C(F)(F)F)C1=CC(=CC(=C1)Cl)Cl)C1=CC(=C(C(=O)O)C=C1)C (4-[4-bromo-5-(3,5-dichloro-phenyl)-5-trifluoromethyl-4,5-dihydroisoxazol-3-yl]-2-methyl-benzoic acid). The yield is 87.9%. As a reaction SMILES: C([O:3][C:4](=[O:30])[C:5]1[CH:10]=[CH:9][C:8]([C:11]2[CH:15]([Br:16])[C:14]([C:21]3[CH:26]=[C:25]([Cl:27])[CH:24]=[C:23]([Cl:28])[CH:22]=3)([C:17]([F:20])([F:19])[F:18])[O:13][N:12]=2)=[CH:7][C:6]=1[CH3:29])C.O.[OH-].[Li+].CO>O>[Br:16][CH:15]1[C:14]([C:21]2[CH:22]=[C:23]([Cl:28])[CH:24]=[C:25]([Cl:27])[CH:26]=2)([C:17]([F:18])([F:19])[F:20])[O:13][N:12]=[C:11]1[C:8]1[CH:9]=[CH:10][C:5]([C:4]([OH:30])=[O:3])=[C:6]([CH3:29])[CH:7]=1 |f:1.2.3|. Reported procedure: A mixture of 4-[4-bromo-5-(3,5-dichloro-phenyl)-5-trifluoromethyl-4,5-dihydro-isoxazol-3-yl]-2-methyl-benzoic acid ethyl ester (0.71 g, 1.35 mmol) (Example 1.6), lithium hydroxide monohydrate (0.17 g, 4 mmol), methanol (25 ml) and water (5 ml) was stirred at ambient temperature for 60 hours. The mixture was concentrated and the residue dissolved in water. The solution was acidified by addition of aqueous hydrochloric acid (1N). The precipitate was isolated by filtration and dried under vacuum to...